The task is: describe an organic reaction: reactants, conditions, products, and yield. This data is from the Open Reaction Database (ORD), a public repository of structured organic reaction records. Product: COC1=CC=C(C=C1)C(C1=CC=CC=2CCCCC12)C1=CC=C(C=C1)OCC1CO1 ((4-Methoxyphenyl)-(4-(2,3-epoxy-propyloxy)phenyl)-5,6,7,8-tetrahydronaphth-1-yl-methane). As a reaction SMILES: [CH3:1][O:2][C:3]1[CH:8]=[CH:7][C:6]([CH:9]([C:20]2[CH:25]=[CH:24][C:23]([OH:26])=[CH:22][CH:21]=2)[C:10]2[C:19]3[CH2:18][CH2:17][CH2:16][CH2:15][C:14]=3[CH:13]=[CH:12][CH:11]=2)=[CH:5][CH:4]=1.[CH2:27]([CH:29]1[O:31][CH2:30]1)Cl>>[CH3:1][O:2][C:3]1[CH:8]=[CH:7][C:6]([CH:9]([C:20]2[CH:21]=[CH:22][C:23]([O:26][CH2:27][CH:29]3[O:31][CH2:30]3)=[CH:24][CH:25]=2)[C:10]2[C:19]3[CH2:18][CH2:17][CH2:16][CH2:15][C:14]=3[CH:13]=[CH:12][CH:11]=2)=[CH:5][CH:4]=1. Procedure details: A mixture of (4-methoxyphenyl)-(4-hydroxyphenyl)-5,6,7,8-tetrahydronaphth-1-yl-methane (450 mg, 0.0013 mol) anhydrous K2CO3 (2.8 gm, 1.44 mmol), epichlorohydrin (20 ml) was refluxed at 100-120° C. for 12 hrs. The reaction mixture was filtered and the filtrate was concentrated. The residue was dissolved in ethyl acetate, washed with water, dried over sodium sulphate and concentrated to give an oil. The oil was chromatographed over silica gel using 20% hexane:chloroform as the eluent to give the d... Reaction conditions: temperature 110 celsius. Reactants: COC1=CC=C(C=C1)C(C1=CC=CC=2CCCCC12)C1=CC=C(C=C1)O ((4-methoxyphenyl)-(4-hydroxyphenyl)-5,6,7,8-tetrahydronaphth-1-yl-methane), C(Cl)C1CO1 (epichlorohydrin). Procedure: A mixture of 7-(bis((2-(trimethylsilyl)ethoxy)methyl)amino)-5-morpholino-3-(quinolin-3-yl)pyrazolo[1,5-a]pyrimidine-6-carbonitrile (5 mg), EtOH (1 mL) and 3N HCl (1 mL) was heated at 60° C. until LCMS indicated the completed reaction. The mixture was cooled to room temperature and the solvent was evaporated in vacuo. Purification by prep-LC afforded the desired compound. LCMS tR=3.12 Min (UV254nm). Mass calculated for, M+ 371.1, observed LC/MS m/z 372.2 (M+H). The solvent is CCO (EtOH). Reaction conditions: temperature 60 celsius. Reactants: C[Si](CCOCN(C1=C(C(=NC=2N1N=CC2C=2C=NC1=CC=CC=C1C2)N2CCOCC2)C#N)COCC[Si](C)(C)C)(C)C (7-(bis((2-(trimethylsilyl)ethoxy)methyl)amino)-5-morpholino-3-(quinolin-3-yl)pyrazolo[1,5-a]pyrimidine-6-carbonitrile), Cl (HCl). The product is NC1=C(C(=NC=2N1N=CC2C=2C=NC1=CC=CC=C1C2)N2CCOCC2)C#N (7-amino-5-morpholino-3-(quinolin-3-yl)pyrazolo[1,5-a]pyrimidine-6-carbonitrile). As a reaction SMILES: C[Si](C)(C)CCOC[N:7](COCC[Si](C)(C)C)[C:8]1[N:13]2[N:14]=[CH:15][C:16]([C:17]3[CH:18]=[N:19][C:20]4[C:25]([CH:26]=3)=[CH:24][CH:23]=[CH:22][CH:21]=4)=[C:12]2[N:11]=[C:10]([N:27]2[CH2:32][CH2:31][O:30][CH2:29][CH2:28]2)[C:9]=1[C:33]#[N:34].Cl>CCO>[NH2:7][C:8]1[N:13]2[N:14]=[CH:15][C:16]([C:17]3[CH:18]=[N:19][C:20]4[C:25]([CH:26]=3)=[CH:24][CH:23]=[CH:22][CH:21]=4)=[C:12]2[N:11]=[C:10]([N:27]2[CH2:32][CH2:31][O:30][CH2:29][CH2:28]2)[C:9]=1[C:33]#[N:34]. Starting materials: [H-].[Na+] (Sodium hydride), OCCOC1=C(C(=NC(=N1)C1=CC=NC=C1)NS(NC1=CC=C(C=C1)C(C)C)(=O)=O)OC1=C(C=CC=C1)OC (4-i-propyl-phenyl sulfamic acid-[6-(2-hydroxy-ethoxy)-5-(o-methoxyphenoxy)-2-(4-pyridyl)-pyrimidin-4-yl]-amide), FC(C=1C=CC(=NC1)Cl)(F)F (5-Trifluoromethyl-2-chloro-pyridine). The solvent is C1CCOC1 (THF). Reaction conditions: temperature 60 celsius, time 10 minute. Product: FC(C=1C=CC(=NC1)OCCOC1=C(C(=NC(=N1)C1=CC=NC=C1)NS(NC1=CC=C(C=C1)C(C)C)(=O)=O)OC1=C(C=CC=C1)OC)(F)F (4-i-propyl-phenyl sulfamic acid-[6-[2-(5-trifluoromethyl-pyridin-2-yloxy)-ethoxy]-5-(o-methoxy-phenoxy)-2-(4-pyridyl)-pyrimidin-4-yl]-amide). Isolated yield 64.9%. As a reaction SMILES: [OH:1][CH2:2][CH2:3][O:4][C:5]1[N:10]=[C:9]([C:11]2[CH:16]=[CH:15][N:14]=[CH:13][CH:12]=2)[N:8]=[C:7]([NH:17][S:18](=[O:30])(=[O:29])[NH:19][C:20]2[CH:25]=[CH:24][C:23]([CH:26]([CH3:28])[CH3:27])=[CH:22][CH:21]=2)[C:6]=1[O:31][C:32]1[CH:37]=[CH:36][CH:35]=[CH:34][C:33]=1[O:38][CH3:39].[H-].[Na+].[F:42][C:43]([F:52])([F:51])[C:44]1[CH:45]=[CH:46][C:47](Cl)=[N:48][CH:49]=1>C1COCC1>[F:42][C:43]([F:52])([F:51])[C:44]1[CH:45]=[CH:46][C:47]([O:1][CH2:2][CH2:3][O:4][C:5]2[N:10]=[C:9]([C:11]3[CH:16]=[CH:15][N:14]=[CH:13][CH:12]=3)[N:8]=[C:7]([NH:17][S:18](=[O:30])(=[O:29])[NH:19][C:20]3[CH:21]=[CH:22][C:23]([CH:26]([CH3:28])[CH3:27])=[CH:24][CH:25]=3)[C:6]=2[O:31][C:32]2[CH:37]=[CH:36][CH:35]=[CH:34][C:33]=2[O:38][CH3:39])=[N:48][CH:49]=1 |f:1.2|. Reported procedure: 4-i-Propyl-phenyl sulfamic acid-[6-(2-hydroxy-ethoxy)-5-(o-methoxyphenoxy)-2-(4-pyridyl)-pyrimidin-4-yl]-amide (50 mg, Example 3) was dissolved in THF (8 ml). Sodium hydride (12 mg, 60% dispersion in mineral oil) was added and stirring continued for 10 min. 5-Trifluoromethyl-2-chloro-pyridine (28 mg) was added and the mixture was heated to 60° C. for 180 min. The solvents were evaporated, water (12 ml) and a 10% solution of citric acid was added until the pH was 3. The precipitate was filtered o... Reactants: [Br-], [Br-], [Br-], CCCC[N+](CCCC)(CCCC)CCCC, CCCC[N+](CCCC)(CCCC)CCCC, CCCC[N+](CCCC)(CCCC)CCCC, CC(C)c1ccccc1O, ClC(Cl)Cl, [Na+], [Na+], O=S([O-])[O-]. The product is CC(C)c1cc(Br)ccc1O. RXN SMILES: [Br-:11].[Br-:12].[Br-:13].[CH2:14]([N+:15]([CH2:16][CH2:17][CH2:18][CH3:19])([CH2:20][CH2:21][CH2:22][CH3:23])[CH2:24][CH2:25][CH2:26][CH3:27])[CH2:28][CH2:29][CH3:30].[CH2:31]([N+:32]([CH2:33][CH2:34][CH2:35][CH3:36])([CH2:37][CH2:38][CH2:39][CH3:40])[CH2:41][CH2:42][CH2:43][CH3:44])[CH2:45][CH2:46][CH3:47].[CH2:48]([N+:49]([CH2:50][CH2:51][CH2:52][CH3:53])([CH2:54][CH2:55][CH2:56][CH3:57])[CH2:58][CH2:59][CH2:60][CH3:61])[CH2:62][CH2:63][CH3:64].[CH3:1][CH:2]([CH3:3])[c:4]1[cH:5][cH:6][cH:7][cH:8][c:9]1[OH:10].[CH:71]([Cl:72])([Cl:73])[Cl:74].[Na+:69].[Na+:70].[S:65]([O-:66])([O-:67])=[O:68]>>[CH3:1][CH:2]([CH3:3])[c:4]1[cH:5][c:6]([Br:11])[cH:7][cH:8][c:9]1[OH:10]. Starting materials: CC(=O)c1ccc2c(=O)c(Br)c(C)oc2c1, CO, Cl. The product is Cc1oc2cc(O)ccc2c(=O)c1Br. As a reaction SMILES: [C:1](=[O:2])([CH3:3])[c:4]1[cH:5][c:6]2[c:7]([c:8](=[O:14])[c:9]([Br:13])[c:10]([CH3:12])[o:11]2)[cH:15][cH:16]1.[CH3:18][OH:19].[ClH:17]>>[c:4]1([OH:19])[cH:5][c:6]2[c:7]([c:8](=[O:14])[c:9]([Br:13])[c:10]([CH3:12])[o:11]2)[cH:15][cH:16]1. Starting materials: CN(C)CCCN(C)S(=O)(=O)c1ccc(C(F)(F)F)cc1[N+](=O)[O-], CCO. Yields the product CN(C)CCCN(C)S(=O)(=O)c1ccc(C(F)(F)F)cc1N. RXN SMILES: [CH3:1][N:2]([CH2:3][CH2:4][CH2:5][N:6]([S:7](=[O:8])(=[O:9])[c:10]1[c:11]([N+:20]([O-:21])=[O:22])[cH:12][c:13]([C:16]([F:17])([F:18])[F:19])[cH:14][cH:15]1)[CH3:23])[CH3:24].[CH3:25][CH2:26][OH:27]>>[CH3:1][N:2]([CH2:3][CH2:4][CH2:5][N:6]([S:7](=[O:8])(=[O:9])[c:10]1[c:11]([NH2:20])[cH:12][c:13]([C:16]([F:17])([F:18])[F:19])[cH:14][cH:15]1)[CH3:23])[CH3:24]. Reactants: C(C)(C)(C)OC(=O)N1[C@@H](CC(C1)=NOCC1=CC=C(C=C1)OC)C(=O)O ((2S,4EZ)-1-(tert-butoxycarbonyl)-4-{[(4-methoxybenzyl)oxy]imino}-2-pyrrolidinecarboxylic acid), N(=C=O)CCCCC (1-isocyanatopentane), O1COC2=C1C=CC(=C2)CN (1,3-benzodioxol-5-ylmethylamine). The product is O1COC2=C1C=CC(=C2)CNC(=O)[C@H]2N(CC(C2)=NOCC2=CC=C(C=C2)OC)C(=O)NCCCCC ((2S,4EZ)-N2-(1,3-benzodioxol-5-ylmethyl)-4-{[(4-methoxybenzyl)-oxy]imino}-N1-pentyl-1,2-pyrrolidinedicarboxamide). RXN SMILES: C(O[C:6]([N:8]1[CH2:12][C:11](=[N:13][O:14][CH2:15][C:16]2[CH:21]=[CH:20][C:19]([O:22][CH3:23])=[CH:18][CH:17]=2)[CH2:10][C@H:9]1[C:24]([OH:26])=O)=[O:7])(C)(C)C.[N:27]([CH2:30][CH2:31][CH2:32][CH2:33][CH3:34])=C=O.[O:35]1[C:39]2[CH:40]=[CH:41][C:42]([CH2:44][NH2:45])=[CH:43][C:38]=2[O:37][CH2:36]1>>[O:35]1[C:39]2[CH:40]=[CH:41][C:42]([CH2:44][NH:45][C:24]([C@@H:9]3[CH2:10][C:11](=[N:13][O:14][CH2:15][C:16]4[CH:17]=[CH:18][C:19]([O:22][CH3:23])=[CH:20][CH:21]=4)[CH2:12][N:8]3[C:6]([NH:27][CH2:30][CH2:31][CH2:32][CH2:33][CH3:34])=[O:7])=[O:26])=[CH:43][C:38]=2[O:37][CH2:36]1. Procedure details: Following the general method as outlined in Example 22, starting from (2S,4EZ)-1-(tert-butoxycarbonyl)-4-{[(4-methoxybenzyl)oxy]imino}-2-pyrrolidinecarboxylic acid, 1-isocyanatopentane, and 1,3-benzodioxol-5-ylmethylamine the title compound was obtained in 63% purity by LC/MS. MS(ESI+): m/z=511.4.